Task: describe an organic reaction: reactants, conditions, products, and yield. Dataset: the Open Reaction Database (ORD), a public repository of structured organic reaction records Starting materials: ClC1=CC=C(C(=O)NC=2C(=NC=CC2)NCC2=NC=CC=C2)C=C1 (4-chloro-N-[2-[(2-pyridinylmethyl)amino]-3-pyridinyl]benzamide). Run in C(CO)O (ethylene glycol). Run at time 8 hour. The product is ClC1=CC=C(C=C1)C1=NC=2C(=NC=CC2)N1CC1=NC=CC=C1 (2-(4-Chlorophenyl)-3-(2-pyridinylmethyl)-3H-imidazo[4,5-b]pyridine). Isolated yield 74.6%. As a reaction SMILES: [Cl:1][C:2]1[CH:24]=[CH:23][C:5]([C:6]([NH:8][C:9]2[C:10]([NH:15][CH2:16][C:17]3[CH:22]=[CH:21][CH:20]=[CH:19][N:18]=3)=[N:11][CH:12]=[CH:13][CH:14]=2)=O)=[CH:4][CH:3]=1>C(O)CO>[Cl:1][C:2]1[CH:24]=[CH:23][C:5]([C:6]2[N:15]([CH2:16][C:17]3[CH:22]=[CH:21][CH:20]=[CH:19][N:18]=3)[C:10]3=[N:11][CH:12]=[CH:13][CH:14]=[C:9]3[N:8]=2)=[CH:4][CH:3]=1. Reported procedure: A solution of 4-chloro-N-[2-[(2-pyridinylmethyl)amino]-3-pyridinyl]benzamide (14.65 g, 0.0433 mol) prepared in the previous paragraph and ethylene glycol (145 mL) were heated at reflux for 1.5 hr and then stirred at room temperature overnight. The resulting solid was collected by filtration, rinsed several times with water, recrystallized from isopropanol/water and dried under high vacuum at 70° C. to give 10.36 g (74% yield) of the title compound, mp 144°-146° C. Reactants: C1CCOC1, Clc1ccc(Cl)nn1, NN, O. The product is NNc1ccc(Cl)nn1. Reaction SMILES: [CH2:12]1[O:13][CH2:14][CH2:15][CH2:16]1.[Cl:1][c:2]1[n:3][n:4][c:5]([Cl:8])[cH:6][cH:7]1.[NH2:10][NH2:11].[OH2:9]>>[Cl:1][c:2]1[n:3][n:4][c:5]([NH:10][NH2:11])[cH:6][cH:7]1. Reactants: O (Water), C([O-])([O-])=O.[K+].[K+] (potassium carbonate), CI (methyl iodide), BrC=1C(NC=NC1)=O (5-Bromopyrimidin-4(3H)-one). Solvent: CN(C=O)C (N,N-dimethylformamide). Run at time 24 hour. Yields the product BrC=1C(N(C=NC1)C)=O (5-bromo-3-methylpyrimidin-4(3H)-one). The yield is 54.0%. RXN SMILES: [Br:1][C:2]1[C:3](=[O:8])[NH:4][CH:5]=[N:6][CH:7]=1.[C:9](=O)([O-])[O-].[K+].[K+].CI.O>CN(C)C=O>[Br:1][C:2]1[C:3](=[O:8])[N:4]([CH3:9])[CH:5]=[N:6][CH:7]=1 |f:1.2.3|. Reported procedure: 5-Bromopyrimidin-4(3H)-one (578 mg) was dissolved in N,N-dimethylformamide (15 mL), and potassium carbonate (685 mg) and methyl iodide (247 μL) were added, followed by stirring at room temperature for 24 hours. Water was added to the reaction mixture, followed by extraction with chloroform. The organic layer was washed with saturated brine and dried over anhydrous sodium sulfate. The solvent was evaporated under reduced pressure, and the resulting residue was purified by silica gel column chroma... Reaction SMILES: [CH2:1]([O:3][C:4]1[N:9]=[C:8]([N:10]2[CH2:15][CH2:14][NH:13][CH2:12][CH2:11]2)[N:7]=[C:6]([N:16]2[CH2:21][CH2:20][S:19][CH2:18][CH2:17]2)[CH:5]=1)[CH3:2].S(=O)(=O)(O)[OH:23].[N+:27]([O-])([OH:29])=[O:28]>>[CH2:1]([O:3][C:4]1[N:9]=[C:8]([N:10]2[CH2:15][CH2:14][NH:13][CH2:12][CH2:11]2)[N:7]=[C:6]([N:16]2[CH2:17][CH2:18][S:19](=[O:23])[CH2:20][CH2:21]2)[C:5]=1[N+:27]([O-:29])=[O:28])[CH3:2]. Yields the product C(C)OC1=C(C(=NC(=N1)N1CCNCC1)N1CCS(CC1)=O)[N+](=O)[O-] (6-Ethoxy-5-nitro-4-(1-oxido-thiomorpholino)- 2-piperazino-pyrimidine). Reactants: C(C)OC1=CC(=NC(=N1)N1CCNCC1)N1CCSCC1 (6-ethoxy- 2-piperazino-4-thiomorpholino-pyrimidine), S(O)(O)(=O)=O (sulfuric acid), [N+](=O)(O)[O-] (nitric acid). Conditions: temperature 0 celsius. Procedure: 1 gm of 6-ethoxy- 2-piperazino-4-thiomorpholino-pyrimidine was added to 3 ml of concentrated sulfuric acid, whereby the temperature of the resulting suspension rose to 50°C. After cooling to 0°C, 2 ml of concentrated nitric acid were added dropwise while stirring. After stirring it for another hour at room temperature, the reaction mixture was filtered through glass wool, and the filtrate was stirred into ice water. By careful addition of aqueous 40% sodium hydroxide, the mixture was adjusted to... Starting materials: CS(=O)(=O)OC1CCCC1Oc1ccc(Br)cc1, CN(C)C=O, [N-]=[N+]=[N-], [Na+]. The product is [N-]=[N+]=NC1CCCC1Oc1ccc(Br)cc1. As a reaction SMILES: [CH3:1][S:2]([O:3][CH:6]1[CH:7]([O:11][c:12]2[cH:13][cH:14][c:15]([Br:18])[cH:16][cH:17]2)[CH2:8][CH2:9][CH2:10]1)(=[O:4])=[O:5].[CH3:23][N:24]([CH3:25])[CH:26]=[O:27].[N-:20]=[N+:21]=[N-:22].[Na+:19]>>[CH:6]1([N:20]=[N+:21]=[N-:22])[CH:7]([O:11][c:12]2[cH:13][cH:14][c:15]([Br:18])[cH:16][cH:17]2)[CH2:8][CH2:9][CH2:10]1. The reactants are CN1CCN(CC1)C1=CC(=NC=N1)NN=C(C1=CC=CC=C1)C1=CC=CC=C1 (Benzophenone [6-(4-methylpiperazin-1-yl)pyrimidin-4-yl]hydrazone). Run in Cl (hydrochloric acid). Yields the product N(N)C1=NC=NC(=C1)N1CCN(CC1)C (4-Hydrazino-6-(4-methylpiperazin-1-yl)pyrimidine). As a reaction SMILES: [CH3:1][N:2]1[CH2:7][CH2:6][N:5]([C:8]2[N:13]=[CH:12][N:11]=[C:10]([NH:14][N:15]=C(C3C=CC=CC=3)C3C=CC=CC=3)[CH:9]=2)[CH2:4][CH2:3]1>Cl>[NH:14]([C:10]1[CH:9]=[C:8]([N:5]2[CH2:6][CH2:7][N:2]([CH3:1])[CH2:3][CH2:4]2)[N:13]=[CH:12][N:11]=1)[NH2:15]. Procedure: 300 mg (808 μmol) of the compound from Example 5A in 15 ml conc. hydrochloric acid are heated at 65° C. for 4 h. After cooling, the reaction mixture is washed with dichloromethane and the aqueous phase is concentrated. This gives 162 mg of the crude product as the hydrochloride. This is stirred with polymer-bound tris-(2-aminoethyl)amine in dichloromethane at RT. After filtration, the filtrate is concentrated and the residue is dried under high vacuum.